Dataset: the Open Reaction Database (ORD), a public repository of structured organic reaction records. Task: describe an organic reaction: reactants, conditions, products, and yield The reactants are Cl.CC=1C=C(CC2(CCNCC2)C(=O)OC)C=CC1 (methyl 4-(3-methylbenzyl)piperidine-4-carboxylate hydrochloride salt), C(#N)C1=CC=C(CN2C=NC=C2CC(=O)O)C=C1.[Cl-].[Li+] (1-(4-cyanobenzyl)imidazole-5-acetic acid·lithium chloride), C(#N)C1=CC=C(CN2C=NC=C2C(=O)O)C=C1 (1-(4-cyanobenzyl)imidazole-5-carboxylic acid). Product: C(#N)C1=CC=C(CN2C=NC=C2C(=O)N2CCC(CC2)(C(=O)OC)CC2=CC(=CC=C2)C)C=C1 (methyl 1-[3-(4-cyanobenzyl)-3H-imidazol-4-ylcarbonyl]-4-(3-methylbenzyl)piperidine-4-carboxylate). RXN SMILES: Cl.[CH3:2][C:3]1[CH:4]=[C:5]([CH:17]=[CH:18][CH:19]=1)[CH2:6][C:7]1([C:13]([O:15][CH3:16])=[O:14])[CH2:12][CH2:11][NH:10][CH2:9][CH2:8]1.C(C1C=CC(CN2C(CC(O)=O)=CN=C2)=CC=1)#N.[Cl-].[Li+].[C:40]([C:42]1[CH:56]=[CH:55][C:45]([CH2:46][N:47]2[C:51]([C:52](O)=[O:53])=[CH:50][N:49]=[CH:48]2)=[CH:44][CH:43]=1)#[N:41]>>[C:40]([C:42]1[CH:56]=[CH:55][C:45]([CH2:46][N:47]2[C:51]([C:52]([N:10]3[CH2:9][CH2:8][C:7]([CH2:6][C:5]4[CH:17]=[CH:18][CH:19]=[C:3]([CH3:2])[CH:4]=4)([C:13]([O:15][CH3:16])=[O:14])[CH2:12][CH2:11]3)=[O:53])=[CH:50][N:49]=[CH:48]2)=[CH:44][CH:43]=1)#[N:41] |f:0.1,2.3.4|. Procedure: The title compound was prepared according to the procedure described in Example 38, Step B substituting 4-(3-methylbenzyl)-4-hydroxymethylpiperidine hydrochloride salt with methyl 4-(3-methylbenzyl)piperidine-4-carboxylate hydrochloride salt (Example 61, Step B), and 1-(4-cyanobenzyl)imidazole-5-acetic acid·lithium chloride with 1-(4-cyanobenzyl)imidazole-5-carboxylic acid. Reactants: N1(CCNCCC1)C=1C=CC=C2C=CC=NC12 (8-[1,4]diazepan-1-yl-quinoline), O=C1CCC(CC1)C1=CNC2=CC=C(C=C12)C#N (3-(4-oxo-cyclohexyl)-1H-indole-5-carbonitrile). Yields the product C(#N)C=1C=C2C(=CNC2=CC1)C1CCC(CC1)N1CCN(CCC1)C=1C=CC=C2C=CC=NC12 (8-{4-[4-(5-Cyano-1H-indol-3-yl)-cyclohexyl]-[1,4]diazepan-1-yl}-quinoline). Yield: 92.0%. Reaction SMILES: [N:1]1([C:8]2[CH:9]=[CH:10][CH:11]=[C:12]3[C:17]=2[N:16]=[CH:15][CH:14]=[CH:13]3)[CH2:7][CH2:6][CH2:5][NH:4][CH2:3][CH2:2]1.O=[C:19]1[CH2:24][CH2:23][CH:22]([C:25]2[C:33]3[C:28](=[CH:29][CH:30]=[C:31]([C:34]#[N:35])[CH:32]=3)[NH:27][CH:26]=2)[CH2:21][CH2:20]1>>[C:34]([C:31]1[CH:32]=[C:33]2[C:28](=[CH:29][CH:30]=1)[NH:27][CH:26]=[C:25]2[CH:22]1[CH2:21][CH2:20][CH:19]([N:4]2[CH2:5][CH2:6][CH2:7][N:1]([C:8]3[CH:9]=[CH:10][CH:11]=[C:12]4[C:17]=3[N:16]=[CH:15][CH:14]=[CH:13]4)[CH2:2][CH2:3]2)[CH2:24][CH2:23]1)#[N:35]. Reported procedure: The title compound was prepared according to Example 3, Step 4 except that 8-[1,4]diazepan-1-yl-quinoline was used instead of 1-(2-methoxy-phenyl)-[1,4]diazepane and 3-(4-oxo-cyclohexyl)-1H-indole-5-carbonitrile was used in place of 4-(5-fluoro-1H-3-indolyl)-cyclohexanone. Yield: 92%; MS (ES) m/z (relative intensity): 450 (M++H, 100). Reaction SMILES: [Cl:1][C:2]1[CH:3]=[C:4]([C:8]2[N:9]=[C:10]([CH:13]3[O:18][CH2:17][CH2:16][NH:15][CH2:14]3)[NH:11][CH:12]=2)[CH:5]=[CH:6][CH:7]=1.[Cl:19][C:20]1[CH:25]=[C:24](Cl)[N:23]=[C:22]([NH2:27])[N:21]=1.CCN(C(C)C)C(C)C>C(O)C>[Cl:19][C:20]1[CH:25]=[C:24]([N:15]2[CH2:16][CH2:17][O:18][CH:13]([C:10]3[NH:11][CH:12]=[C:8]([C:4]4[CH:5]=[CH:6][CH:7]=[C:2]([Cl:1])[CH:3]=4)[N:9]=3)[CH2:14]2)[N:23]=[C:22]([NH2:27])[N:21]=1. Isolated yield 140.6%. Yields the product ClC1=NC(=NC(=C1)N1CC(OCC1)C=1NC=C(N1)C1=CC(=CC=C1)Cl)N (4-Chloro-6-{2-[4-(3-chlorophenyl)-1H-imidazol-2-yl]-4-morpholinyl}-2-primidinamine). Run in C(C)O (ethanol). Reactants: ClC=1C=C(C=CC1)C=1N=C(NC1)C1CNCCO1 (2-[4-(3-chlorophenyl)-1H-imidazol-2-yl]morpholine), ClC1=NC(=NC(=C1)Cl)N (4,6-dichloro-2-pyrimidinamine), CCN(C(C)C)C(C)C (Hunig's base). Reported procedure: A solution of 2-[4-(3-chlorophenyl)-1H-imidazol-2-yl]morpholine (600 mg, 2.0 mmol), 4,6-dichloro-2-pyrimidinamine (328 mg, 2.0 mmol) and Hunig's base (0.870 mL, 5.00 mmol) in ethanol (80 mL) was heated overnight at 85° C. The reaction mixture was filtered and concentrated to afford the crude title compound (1.1 g) as a brown oil. LC-MS (ES) m/z=391 [M+H]+. The reactants are NC1=NC(=C(C(=C1C#N)SC)C#N)S (2-Amino-6-mercapto-4-(methylthio)pyridine-3,5-dicarbonitrile), C([O-])(O)=O.[Na+] (sodium bicarbonate), ClCC=1N=C(SC1)C1=CC=C(C=C1)Cl (4-(chloromethyl)-2-(4-chlorophenyl)-1,3-thiazole). Solvent: CN(C)C=O (DMF). Conditions: time 12 hour. Yields the product NC1=NC(=C(C(=C1C#N)SC)C#N)SCC=1N=C(SC1)C1=CC=C(C=C1)Cl (2-Amino-6-({[2-(4-chlorophenyl)-1,3-thiazol-4-yl]methyl}thio)-4-(methylthio)pyridine-3,5-dicarbonitrile). Reaction SMILES: [NH2:1][C:2]1[C:7]([C:8]#[N:9])=[C:6]([S:10][CH3:11])[C:5]([C:12]#[N:13])=[C:4]([SH:14])[N:3]=1.C(=O)(O)[O-].[Na+].Cl[CH2:21][C:22]1[N:23]=[C:24]([C:27]2[CH:32]=[CH:31][C:30]([Cl:33])=[CH:29][CH:28]=2)[S:25][CH:26]=1>CN(C=O)C>[NH2:1][C:2]1[C:7]([C:8]#[N:9])=[C:6]([S:10][CH3:11])[C:5]([C:12]#[N:13])=[C:4]([S:14][CH2:21][C:22]2[N:23]=[C:24]([C:27]3[CH:32]=[CH:31][C:30]([Cl:33])=[CH:29][CH:28]=3)[S:25][CH:26]=2)[N:3]=1 |f:1.2|. Procedure details: 7.30 g (32.84 mmol) of the compound from Example 43A (2-amino-6-mercapto-4-(methylthio)pyridine-3,5-dicarbonitrile), 11.03 g (131.36 mmol) of sodium bicarbonate and 9.62 g (39.41 mmol) of 4-(chloromethyl)-2-(4-chlorophenyl)-1,3-thiazole were combined in 150 ml of absolute DMF and stirred at room temperature for 12 h. A solid precipitated out; this solid was filtered off with suction through a glass frit and washed three times with water and twice with diethyl ether. The residue was dried under r... Starting materials: N1C=NC=C1 (imidazole), [H-].[Na+] (NaH), COC1=CC=C(CCl)C=C1 (p-methoxybenzyl chloride). The solvent is CN(C)C=O (DMF). Run at temperature 0 celsius, time 30 minute. Product: COC1=CC=C(CN2C=NC=C2)C=C1 (1-(p-methoxybenzyl)-imidazole). Yield: 84.0%. RXN SMILES: [NH:1]1[CH:5]=[CH:4][N:3]=[CH:2]1.[H-].[Na+].[CH3:8][O:9][C:10]1[CH:17]=[CH:16][C:13]([CH2:14]Cl)=[CH:12][CH:11]=1>CN(C=O)C>[CH3:8][O:9][C:10]1[CH:17]=[CH:16][C:13]([CH2:14][N:1]2[CH:5]=[CH:4][N:3]=[CH:2]2)=[CH:12][CH:11]=1 |f:1.2|. Procedure details: To a solution of 10.88 g (0.16 mol) of imidazole in 150 ml of dry DMF at 0° C. under argon was added 6.4 g (0.16 mol) of 60% NaH, and the mixture was stirred at 0° C. for 30 min and then at room temperature for 1 h. The mixture was cooled to 0° C., and 25 g (0.16 mol) of p-methoxybenzyl chloride was added, and the mixture was stirred at room temperature for 24 h. The reaction mixture was concentrated in vacuo and the residue was partitioned between methylene chloride and water. The organic layer...